Dataset: the Open Reaction Database (ORD), a public repository of structured organic reaction records. Task: describe an organic reaction: reactants, conditions, products, and yield Reactants: C1=COCC1, C[S+](C)c1ccccc1, [O-][Cl+3]([O-])([O-])[O-], O=c1[nH]cc(F)c(=O)[nH]1, c1ccncc1. Product: O=c1[nH]c(=O)n(C2CCCO2)cc1F. RXN SMILES: [CH2:10]1[CH2:11][CH:12]=[CH:13][O:14]1.[CH3:20][S+:21]([CH3:22])[c:23]1[cH:24][cH:25][cH:26][cH:27][cH:28]1.[Cl+3:15]([O-:16])([O-:17])([O-:18])[O-:19].[F:1][c:2]1[c:3](=[O:9])[nH:4][c:5](=[O:8])[nH:6][cH:7]1.[cH:29]1[cH:30][cH:31][n:32][cH:33][cH:34]1>>[F:1][c:2]1[c:3](=[O:9])[nH:4][c:5](=[O:8])[n:6]([CH:13]2[CH2:12][CH2:11][CH2:10][O:14]2)[cH:7]1.